From a dataset of the Open Reaction Database (ORD), a public repository of structured organic reaction records. describe an organic reaction: reactants, conditions, products, and yield Reactants: C(C)C1=C(SC(=C1C1=C(C=NO1)C)SC)C#N (3-ethyl-4-(4-methylisoxazol-5-yl)-5-(methylthio)thiophene-2-carbonitrile), S(O)(O)(=O)=O (sulfuric acid). Procedure: To 3-ethyl-4-(4-methylisoxazol-5-yl)-5-(methylthio)thiophene-2-carbonitrile (0.87 g, 3.3 mmol) was added conc. sulfuric acid (11 ml) and the mixture was heated at 60° C. for 1.5 hours. The reaction solution was allowed to cool down to room temperature, ice was added and then the mixture was extracted with ethyl acetate. The organic layer was washed (with water, saturated aqueous sodium hydrogen-carbonate and saturated aqueous sodium chloride, in turn), dried (over anhydrous magnesium sulfate) an... Yields the product C(C)C1=C(SC(=C1C1=C(C=NO1)C)SC)C(=O)N (3-ethyl-4-(4-methylisoxazol-5-yl)-5-(methylthio)thiophene-2-carboxamide). RXN SMILES: [CH2:1]([C:3]1[C:7]([C:8]2[O:12][N:11]=[CH:10][C:9]=2[CH3:13])=[C:6]([S:14][CH3:15])[S:5][C:4]=1[C:16]#[N:17])[CH3:2].S(=O)(=O)(O)[OH:19]>>[CH2:1]([C:3]1[C:7]([C:8]2[O:12][N:11]=[CH:10][C:9]=2[CH3:13])=[C:6]([S:14][CH3:15])[S:5][C:4]=1[C:16]([NH2:17])=[O:19])[CH3:2]. Conditions: temperature 60 celsius. Isolated yield 42.0%. The reactants are CC(C)(C)OC(=O)CNC(=O)C1=C(O)c2ccc(F)c(F)c2C(C)(C)C1=O, O=C(O)C(F)(F)F. Yields the product CC1(C)C(=O)C(C(=O)NCC(=O)O)=C(O)c2ccc(F)c(F)c21. As a reaction SMILES: [F:1][c:2]1[cH:3][cH:4][c:5]2[c:10]([c:11]1[F:12])[C:9]([CH3:13])([CH3:14])[C:8](=[O:15])[C:7]([C:16](=[O:17])[NH:18][CH2:19][C:20](=[O:21])[O:22][C:23]([CH3:24])([CH3:25])[CH3:26])=[C:6]2[OH:27].[F:28][C:29]([F:30])([F:31])[C:32]([OH:33])=[O:34]>>[F:1][c:2]1[cH:3][cH:4][c:5]2[c:10]([c:11]1[F:12])[C:9]([CH3:13])([CH3:14])[C:8](=[O:15])[C:7]([C:16](=[O:17])[NH:18][CH2:19][C:20](=[O:21])[OH:22])=[C:6]2[OH:27]. Starting materials: FC1=CC2=C(C(=NO2)C2=CC=C(C=C2)O)C=C1 (4-(6-fluoro-benzo[d]isoxazol-3-yl)-phenol), C([O-])([O-])=O.[K+].[K+] (potassium carbonate), BrCCBr (1,2-dibromoethane). Run in C(C)(=O)OCC (ethyl acetate). Yields the product BrCCOC1=CC=C(C=C1)C1=NOC2=C1C=CC(=C2)F (3-[4-(2-bromo-ethoxy)-phenyl]-6-fluoro-benzo[d]isoxazole). Yield: 41.0%. Reaction SMILES: [F:1][C:2]1[CH:17]=[CH:16][C:5]2[C:6]([C:9]3[CH:14]=[CH:13][C:12]([OH:15])=[CH:11][CH:10]=3)=[N:7][O:8][C:4]=2[CH:3]=1.C(=O)([O-])[O-].[K+].[K+].[Br:24][CH2:25][CH2:26]Br>C(OCC)(=O)C>[Br:24][CH2:25][CH2:26][O:15][C:12]1[CH:11]=[CH:10][C:9]([C:6]2[C:5]3[CH:16]=[CH:17][C:2]([F:1])=[CH:3][C:4]=3[O:8][N:7]=2)=[CH:14][CH:13]=1 |f:1.2.3|. Reported procedure: Combine 4-(6-fluoro-benzo[d]isoxazol-3-yl)-phenol (2.00 g, 8.726 mmol) and potassium carbonate (1.81 g, 13.088 mmol) in 1,2-dibromoethane (9.70 mL) and heat at reflux for 6 hours. Cool reaction mixture to room temperature and dilute with ethyl acetate (150 mL) and wash with water (50 mL), 10% HCl (50 mL), water (50 mL), saturated sodium chloride (50 mL), dry (MgSO4), filter and evaporate. Purify the residue by column chromatography (5% ethyl acetate in heptane) to obtain the title compound as a ... The reactants are CC1(OCCO1)C1=CC=C(C=C1)C(C(C)(C)C)=O (4'-(2-methyl-2-dioxolanyl) pivalophenone). The solvent is Cl (hydrochloric acid). The product is C(C)(=O)C1=CC=C(C=C1)C(C(C)(C)C)=O (4'-acetylpivalophenone). As a reaction SMILES: [CH3:1][C:2]1([C:7]2[CH:12]=[CH:11][C:10]([C:13](=[O:18])[C:14]([CH3:17])([CH3:16])[CH3:15])=[CH:9][CH:8]=2)OCC[O:3]1>Cl>[C:2]([C:7]1[CH:12]=[CH:11][C:10]([C:13](=[O:18])[C:14]([CH3:17])([CH3:16])[CH3:15])=[CH:9][CH:8]=1)(=[O:3])[CH3:1]. Procedure details: A mixture of 70.3 g. (0.284 mole) 4'-(2-methyl-2-dioxolanyl) pivalophenone and 700 ml of 2N hydrochloric acid is refluxed for 18 hours. The resulting solution is cooled, extracted with ether, the ether washed with salt water, dried, evaporated and the resulting residue is distilled at 88°-86° C mm Hg to give 4'-acetylpivalophenone. Reactants: B, C1CCOC1, C1CCOC1, COC(=O)c1cnc2c(c1)NC(=O)CO2. Product: COC(=O)c1cnc2c(c1)NCCO2. As a reaction SMILES: [BH3:21].[CH2:22]1[O:23][CH2:24][CH2:25][CH2:26]1.[O:16]1[CH2:17][CH2:18][CH2:19][CH2:20]1.[O:1]=[C:2]1[NH:3][c:4]2[c:5]([n:8][cH:9][c:10]([C:12](=[O:13])[O:14][CH3:15])[cH:11]2)[O:6][CH2:7]1>>[CH2:2]1[NH:3][c:4]2[c:5]([n:8][cH:9][c:10]([C:12](=[O:13])[O:14][CH3:15])[cH:11]2)[O:6][CH2:7]1.